Dataset: the Open Reaction Database (ORD), a public repository of structured organic reaction records. Task: describe an organic reaction: reactants, conditions, products, and yield The reactants are C(C)(C)(C)OC(=O)N1CCC2=C(CC1)C(=C(C=C2)Cl)SC(N(C)C)=O (3-tert-butoxycarbonyl-7-chloro-6-dimethylcarbamoylthio-2,3,4,5-tetrahydro-1H-benzo[d]azepine), BrCC1=C(C=CC=C1)S(=O)(=O)C (1-bromomethyl-2-methanesulfonyl-benzene). Yields the product Cl.ClC1=C(C2=C(CCNCC2)C=C1)SCC1=C(C=CC=C1)S(=O)(=O)C (7-Chloro-6-(2-methanesulfonylbenzylthio)-2,3,4,5-tetrahydro-1H-benzo[d]azepine Hydrochloride). RXN SMILES: C(OC([N:8]1[CH2:14][CH2:13][C:12]2[C:15]([S:20][C:21](=O)N(C)C)=[C:16]([Cl:19])[CH:17]=[CH:18][C:11]=2[CH2:10][CH2:9]1)=O)(C)(C)C.BrC[C:28]1[CH:33]=[CH:32][CH:31]=[CH:30][C:29]=1[S:34]([CH3:37])(=[O:36])=[O:35]>>[ClH:19].[Cl:19][C:16]1[CH:17]=[CH:18][C:11]2[CH2:10][CH2:9][NH:8][CH2:14][CH2:13][C:12]=2[C:15]=1[S:20][CH2:21][C:28]1[CH:33]=[CH:32][CH:31]=[CH:30][C:29]=1[S:34]([CH3:37])(=[O:36])=[O:35] |f:2.3|. Reported procedure: Use a method similar to the Preparation 177, using 3-tert-butoxycarbonyl-7-chloro-6-dimethylcarbamoylthio-2,3,4,5-tetrahydro-1H-benzo[d]azepine and 1-bromomethyl-2-methanesulfonyl-benzene to give, after deprotection by the General Procedure 1-4, the title compound and as a white solid. MS (APCI+) m/z: 382 (M+H)+. The reactants are Cl.Cl.NC=1SC(=CN1)SC1=NC=CC=C1 (2-amino-5-(2-pyridylthio)thiazole dihydrochloride), ClC1=CC(=CC=C1)C(=O)OO (3-chloroperbenzoic acid). Run in C(Cl)(Cl)Cl (chloroform), C(Cl)(Cl)Cl (chloroform). Yields the product NC=1SC(=CN1)S(=O)C1=NC=CC=C1 (2-amino-5-(2-pyridylsulfinyl)thiazole). The yield is 106.5%. RXN SMILES: Cl.Cl.[NH2:3][C:4]1[S:5][C:6]([S:9][C:10]2[CH:15]=[CH:14][CH:13]=[CH:12][N:11]=2)=[CH:7][N:8]=1.ClC1C=CC=C(C(OO)=[O:24])C=1>C(Cl)(Cl)Cl>[NH2:3][C:4]1[S:5][C:6]([S:9]([C:10]2[CH:15]=[CH:14][CH:13]=[CH:12][N:11]=2)=[O:24])=[CH:7][N:8]=1 |f:0.1.2|. Reported procedure: To a solution of 2-amino-5-(2-pyridylthio)thiazole dihydrochloride (4.0 g) in chloroform (100 ml) was dropwise added the solution of 3-chloroperbenzoic acid (5.0 g) in chloroform (100 ml) at 5° C. with stirring. The mixture was stirred at 5° C. for 1.5 hours. The reaction mixture was washed with aqueous sodium bicarbonate and dried over magnesium sulfate. The solvent was concentrated under reduced pressure to give solid. The solid was subjected to column chromatography on silica gel (silica gel ... Starting materials: ClCC1=NC=C(N=C1)C1=CC=C(C=C1)C(F)(F)F (2-chloromethyl-5-(4-trifluoromethyl-phenyl)-pyrazine), C([O-])([O-])=O.[K+].[K+] (potasium carbonate), [I-].[Na+] (sodium iodide), COC(COC1=C(C=C(C=C1)NC)C)=O ((2-methyl-4-methylamino-phenoxy)-acetic acid methyl-ester), ClCC1=NC=C(N=C1)C1=CC=C(C=C1)C(F)(F)F (2-chloromethyl-5-(4-trifluoromethyl-phenyl)-pyrazine). Solvent: CS(=O)C (DMSO), CCOCC (ether). Reaction conditions: time 1.5 hour. Product: COC(COC1=C(C=C(C=C1)N(CC1=NC=C(N=C1)C1=CC=C(C=C1)C(F)(F)F)C)C)=O ((2-methyl-4-{methyl-[5-(4-trifluoromethyl-phenyl)-pyrazin-2-ylmethyl]-amino}-phenoxy)-acetic acid methyl ester). The yield is 235.7%. RXN SMILES: C(=O)([O-])[O-].[K+].[K+].[I-].[Na+].[CH3:9][O:10][C:11](=[O:23])[CH2:12][O:13][C:14]1[CH:19]=[CH:18][C:17]([NH:20][CH3:21])=[CH:16][C:15]=1[CH3:22].Cl[CH2:25][C:26]1[CH:31]=[N:30][C:29]([C:32]2[CH:37]=[CH:36][C:35]([C:38]([F:41])([F:40])[F:39])=[CH:34][CH:33]=2)=[CH:28][N:27]=1>CS(C)=O.CCOCC>[CH3:9][O:10][C:11](=[O:23])[CH2:12][O:13][C:14]1[CH:19]=[CH:18][C:17]([N:20]([CH3:21])[CH2:25][C:26]2[CH:31]=[N:30][C:29]([C:32]3[CH:37]=[CH:36][C:35]([C:38]([F:41])([F:40])[F:39])=[CH:34][CH:33]=3)=[CH:28][N:27]=2)=[CH:16][C:15]=1[CH3:22] |f:0.1.2,3.4|. Procedure details: A suspension of 53 mg (0.39 mmol) potasium carbonate and 52 mg (0.35 mmol) sodium iodide and 73 mg (0.35 mmol) (2-methyl-4-methylamino-phenoxy)-acetic acid methyl-ester (example 5F) in 2 ml of DMSO was treated with 32 mg (0.12 mmol) of 2-chloromethyl-5-(4-trifluoromethyl-phenyl)-pyrazine (example 33E]). After 1.5 h at RT, the second portion of 32 mg (0.12 mmol) of 2-chloromethyl-5-(4-trifluoromethyl-phenyl)-pyrazine was added. The third part was added after 2 h. The reaction mixture was stirred ...